From a dataset of the Open Reaction Database (ORD), a public repository of structured organic reaction records. describe an organic reaction: reactants, conditions, products, and yield Reactants: O=CC1=CC(OC)=C(O)C=C1 (vanillin), aromatic aldehydes, aromatic aldehydes. The reagents and catalysts are [Ni] (nickel). Product: C=1(C(O)=CC=CC1)OC (guaiacol), C=1(O)C(O)=CC=CC1 (catechol). RXN SMILES: O=C[C:3]1[CH:11]=[CH:10][C:8]([OH:9])=[C:5]([O:6][CH3:7])[CH:4]=1>[Ni]>[C:5]1([O:6][CH3:7])[C:8](=[CH:10][CH:11]=[CH:3][CH:4]=1)[OH:9].[C:5]1([C:8](=[CH:10][CH:11]=[CH:3][CH:4]=1)[OH:9])[OH:6]. Procedure details: It is known that aromatic aldehydes decarbonylate when heated over hydrogenation catalysts. Of the aromatic aldehydes containing a phenolic group, vanillin is reported to decarbonylate over nickel at 370°-390° C., giving guaiacol and catechol. It is reported (Synthesis, December, 1969, p. 164) that salicylaldehyde in refluxing toluene and in the presence of a stoichiometric amount of chloro-tris(triphenyl phosphine)-rhodium complex yields phenol in 70% yield. The reactants are [H-].[Al+3].[Li+].[H-].[H-].[H-] (lithium aluminium hydride), COC(=O)C1=CC2=C(N=C(N2)C2=C(C=C(C=C2)NS(=O)(=O)C)OC)C=C1 (5-methoxycarbonyl-2-(2'-methoxy-4'-methanesulfonylamino-phenyl)-benzimidazole), O (water). The solvent is O1CCCC1 (tetrahydrofuran), O1CCCC1 (tetrahydrofuran). Reaction conditions: time 8 hour. Product: OCC1=CC2=C(N=C(N2)C2=C(C=C(C=C2)NS(=O)(=O)C)OC)C=C1 (5-Hydroxymethyl-2-(2'-methoxy-4'-methanesulfonylamino-phenyl)benzimidazole). The yield is 83.3%. RXN SMILES: C[O:2][C:3]([C:5]1[CH:26]=[CH:25][C:8]2[N:9]=[C:10]([C:12]3[CH:17]=[CH:16][C:15]([NH:18][S:19]([CH3:22])(=[O:21])=[O:20])=[CH:14][C:13]=3[O:23][CH3:24])[NH:11][C:7]=2[CH:6]=1)=O.[H-].[Al+3].[Li+].[H-].[H-].[H-].O>O1CCCC1>[OH:2][CH2:3][C:5]1[CH:26]=[CH:25][C:8]2[N:9]=[C:10]([C:12]3[CH:17]=[CH:16][C:15]([NH:18][S:19]([CH3:22])(=[O:21])=[O:20])=[CH:14][C:13]=3[O:23][CH3:24])[NH:11][C:7]=2[CH:6]=1 |f:1.2.3.4.5.6|. Procedure details: A quantity of 1.9 gm (5.1 mmol) of 5-methoxycarbonyl-2-(2'-methoxy-4'-methanesulfonylamino-phenyl)-benzimidazole, dissolved in 300 ml of absolute tetrahydrofuran, was added dropwise, under stirring, to a suspension of 700 mg of lithium aluminium hydride in 50 ml of absolute tetrahydrofuran. After the solution was stirred overnight at ambient temperature, 30 ml of water were added, any insoluble components were filtered off, and the filtrate was concentrated to dryness in vacuo. The crude product... Reactants: O=C(CBr)c1ccccc1OC(F)(F)F, C1CCOC1, COC(=O)CC(C)=O, C[O-], [Na+]. The product is COC(=O)C(CC(=O)c1ccccc1OC(F)(F)F)C(C)=O. Reaction SMILES: [Br:12][CH2:13][C:14](=[O:15])[c:16]1[c:17]([O:22][C:23]([F:24])([F:25])[F:26])[cH:18][cH:19][cH:20][cH:21]1.[CH2:27]1[O:28][CH2:29][CH2:30][CH2:31]1.[CH3:1][O:2][C:3]([CH2:4][C:5]([CH3:6])=[O:7])=[O:8].[CH3:9][O-:10].[Na+:11]>>[CH3:1][O:2][C:3]([CH:4]([C:5]([CH3:6])=[O:7])[CH2:13][C:14](=[O:15])[c:16]1[c:17]([O:22][C:23]([F:24])([F:25])[F:26])[cH:18][cH:19][cH:20][cH:21]1)=[O:8]. The reactants are CC1=NOC(=C1)CC(=O)O (3-methyl-5-isoxazole acetic acid), p-toluene-4-sulfonic acid monohydrate, CO (methanol). Product: COC(CC1=CC(=NO1)C)=O ((3-methyl-isoxazol-5-yl)-acetic acid methyl ester). As a reaction SMILES: [CH3:1][C:2]1[CH:6]=[C:5]([CH2:7][C:8]([OH:10])=[O:9])[O:4][N:3]=1.[CH3:11]O>>[CH3:11][O:9][C:8](=[O:10])[CH2:7][C:5]1[O:4][N:3]=[C:2]([CH3:1])[CH:6]=1. Procedure details: A solution of 3-methyl-5-isoxazole acetic acid (10.2 g, 72.6 mmol) in methanol (100 mL) was treated with p-toluene-4-sulfonic acid monohydrate (1.0 g, cat.) and the resulting mixture was then heated under reflux for 4 h. After cooling, the mixture was then evaporated and the brownish residue stirred with saturated sodium bicarbonate solution and diethylether. The organic phase was dried over sodium sulfate and concentrated to afford (3-methyl-isoxazol-5-yl)-acetic acid methyl ester (9.62 g) as a... Reactants: CC1(C)CCC(=O)C2CN(Cc3ccccc3)CC21, CCO, Cl, [OH-], [OH-], [Pd+2]. The product is Cl, CC1(C)CCC(=O)C2CNCC21. As a reaction SMILES: [CH2:1]([c:2]1[cH:3][cH:4][cH:5][cH:6][cH:7]1)[N:8]1[CH2:9][CH:10]2[C:11]([CH3:18])([CH3:19])[CH2:12][CH2:13][C:14](=[O:17])[CH:15]2[CH2:16]1.[CH3:21][CH2:22][OH:23].[ClH:20].[OH-:24].[OH-:26].[Pd+2:25]>>[ClH:20].[NH:8]1[CH2:9][CH:10]2[C:11]([CH3:18])([CH3:19])[CH2:12][CH2:13][C:14](=[O:17])[CH:15]2[CH2:16]1. Reactants: C1(CC1)CCC1(C(=CC(C2=CC=CC=C12)=O)OC)C (4-(2-cyclopropylethyl)-3-methoxy-4-methylnaphthalen-1(4H)-one), [OH-].[Na+] (NaOH), Cl (HCl). Solvent: O (water), O1CCOCC1 (dioxane). Run at temperature 95 celsius. Product: C1(CC1)CCC1(C(C=C(C2=CC=CC=C12)O)=O)C (1-(2-cyclopropylethyl)-4-hydroxy-1-methylnaphthalen-2(1H)-one). Isolated yield 63.9%. As a reaction SMILES: [CH:1]1([CH2:4][CH2:5][C:6]2([CH3:19])[C:15]3[C:10](=[CH:11][CH:12]=[CH:13][CH:14]=3)[C:9](=[O:16])[CH:8]=[C:7]2[O:17]C)[CH2:3][CH2:2]1.[OH-].[Na+].Cl>O1CCOCC1.O>[CH:1]1([CH2:4][CH2:5][C:6]2([CH3:19])[C:15]3[C:10](=[CH:11][CH:12]=[CH:13][CH:14]=3)[C:9]([OH:16])=[CH:8][C:7]2=[O:17])[CH2:3][CH2:2]1 |f:1.2|. Procedure: To a solution of Example 157C (1.06 g, 4.10 mmol) in dioxane (10 mL) was added 1 N NaOH (10 mL, 10 mmol) and the reaction mixture heated at 95° C. for 16 hours. After cooling the solution to room temperature, the reaction mixture was diluted with 50 mL of water, the pH adjusted to 2.0 with 1N HCl, and the aqueous layer extracted 3 times with ethyl acetate. The combined organic layers were washed with brine and dried over MgSO4. The product was purified by flash chromatography on SiO2 eluting wit... Reactants: CO, ClCc1ccccc1, Cl, [Na+], C1CCOC1, [OH-], O, O=C(O)c1ccc(O)c(Cl)c1. The product is O=C(O)c1ccc(OCc2ccccc2)c(Cl)c1. As a reaction SMILES: [CH3:23][OH:24].[Cl:14][CH2:15][c:16]1[cH:17][cH:18][cH:19][cH:20][cH:21]1.[ClH:22].[Na+:13].[O:25]1[CH2:26][CH2:27][CH2:28][CH2:29]1.[OH-:12].[OH2:30].[OH:1][c:2]1[c:3]([Cl:11])[cH:4][c:5]([C:6](=[O:7])[OH:8])[cH:9][cH:10]1>>[O:1]([c:2]1[c:3]([Cl:11])[cH:4][c:5]([C:6](=[O:7])[OH:8])[cH:9][cH:10]1)[CH2:15][c:16]1[cH:17][cH:18][cH:19][cH:20][cH:21]1. The reactants are N[C@](C)(C1=C(C=CC(=C1)[N+](=O)[O-])F)C1(CC1)CO ({1-[(S)-1-amino-1-(2-fluoro-5-nitro-phenyl)-ethyl]-cyclopropyl}-methanol), C(#N)Br (bromocyanogen), C(C)(=O)[O-].[Na+] (sodium acetate). The solvent is C1CCOC1 (THF), Cl (HCl), O1CCOCC1 (dioxane). Reaction conditions: temperature 80 celsius, time 8 hour. Product: FC1=C(C=C(C=C1)[N+](=O)[O-])[C@]1(N=C(OCC12CC2)N)C ((S)-8-(2-fluoro-5-nitro-phenyl)-8-methyl-5-oxa-7-aza-spiro[2.5]oct-6-en-6-ylamine). The yield is 54.6%. RXN SMILES: [NH2:1][C@@:2]([C:14]1([CH2:17][OH:18])[CH2:16][CH2:15]1)([C:4]1[CH:9]=[C:8]([N+:10]([O-:12])=[O:11])[CH:7]=[CH:6][C:5]=1[F:13])[CH3:3].[C:19](Br)#[N:20].C([O-])(=O)C.[Na+]>C1COCC1.Cl.O1CCOCC1>[F:13][C:5]1[CH:6]=[CH:7][C:8]([N+:10]([O-:12])=[O:11])=[CH:9][C:4]=1[C@:2]1([CH3:3])[C:14]2([CH2:15][CH2:16]2)[CH2:17][O:18][C:19]([NH2:20])=[N:1]1 |f:2.3|. Reported procedure: Intermediate Ea3 (R1,2=cyclopropyl, R3=Me): To a solution of {1-[(S)-1-amino-1-(2-fluoro-5-nitro-phenyl)-ethyl]-cyclopropyl}-methanol (0.50 g) in dry THF (20 ml) was added bromocyanogen (0.24 g) and sodium acetate (0.19 g) and the mixture was stirred at 80° C. overnight. The mixture was cooled to 22° C., diluted with HCl in dioxane (4M, 2.4 ml) and stirring was continued for 1 h. The mixture was partitioned between aqueous saturated Na2CO3 and ethyl acetate, the organic layer was dried, evaporat...